Task: describe an organic reaction: reactants, conditions, products, and yield. Dataset: the Open Reaction Database (ORD), a public repository of structured organic reaction records Reactants: COCCn1c(-c2ccc(C(C)C)cc2)nc2c(Br)c(COS(C)(=O)=O)cc(OC)c21, Cc1cn[nH]c1, [H-], [Na+], CN(C)C=O. Product: COCCn1c(-c2ccc(C(C)C)cc2)nc2c(Br)c(Cn3cc(C)cn3)cc(OC)c21. RXN SMILES: [Br:9][c:10]1[c:11]([CH2:34][O:35][S:36]([CH3:37])(=[O:38])=[O:39])[cH:12][c:13]([O:32][CH3:33])[c:14]2[n:15]([CH2:28][CH2:29][O:30][CH3:31])[c:16](-[c:19]3[cH:20][cH:21][c:22]([CH:25]([CH3:26])[CH3:27])[cH:23][cH:24]3)[n:17][c:18]12.[CH3:3][c:4]1[cH:5][n:6][nH:7][cH:8]1.[H-:2].[Na+:1].[O:40]=[CH:41][N:42]([CH3:43])[CH3:44]>>[CH3:3][c:4]1[cH:5][n:6]([CH2:34][c:11]2[c:10]([Br:9])[c:18]3[c:14]([c:13]([O:32][CH3:33])[cH:12]2)[n:15]([CH2:28][CH2:29][O:30][CH3:31])[c:16](-[c:19]2[cH:20][cH:21][c:22]([CH:25]([CH3:26])[CH3:27])[cH:23][cH:24]2)[n:17]3)[n:7][cH:8]1. Reactants: CCN=C=NCCCN(C)C, CN(C)c1ccncc1, c1ccc(C(c2ccccc2)N2CCNCC2)cc1, ClCCl, Cl, O=C(O)CN1CCCC(c2ccc(F)cc2)(c2ccc(F)cc2)C1=O. Product: O=C(CN1CCCC(c2ccc(F)cc2)(c2ccc(F)cc2)C1=O)N1CCN(C(c2ccccc2)c2ccccc2)CC1. Reaction SMILES: [CH2:46]([N:47]=[C:48]=[N:49][CH2:50][CH2:51][CH2:52][N:53]([CH3:54])[CH3:55])[CH3:56].[CH3:60][N:61]([CH3:62])[c:63]1[cH:64][cH:65][n:66][cH:67][cH:68]1.[CH:1]([c:2]1[cH:3][cH:4][cH:5][cH:6][cH:7]1)([c:8]1[cH:9][cH:10][cH:11][cH:12][cH:13]1)[N:14]1[CH2:15][CH2:16][NH:17][CH2:18][CH2:19]1.[Cl:57][CH2:58][Cl:59].[ClH:45].[F:20][c:21]1[cH:22][cH:23][c:24]([C:27]2([c:38]3[cH:39][cH:40][c:41]([F:44])[cH:42][cH:43]3)[C:28](=[O:37])[N:29]([CH2:33][C:34](=[O:35])[OH:36])[CH2:30][CH2:31][CH2:32]2)[cH:25][cH:26]1>>[CH:1]([c:2]1[cH:3][cH:4][cH:5][cH:6][cH:7]1)([c:8]1[cH:9][cH:10][cH:11][cH:12][cH:13]1)[N:14]1[CH2:15][CH2:16][N:17]([C:34]([CH2:33][N:29]2[C:28](=[O:37])[C:27]([c:24]3[cH:23][cH:22][c:21]([F:20])[cH:26][cH:25]3)([c:38]3[cH:39][cH:40][c:41]([F:44])[cH:42][cH:43]3)[CH2:32][CH2:31][CH2:30]2)=[O:35])[CH2:18][CH2:19]1. Reactants: (2S)-2-(tetrahydro-2H-pyran-2-yloxy)propyl 4-methyl benzene sulfonate, C(C)I (ethyl iodide), FC1(CCC(CC1)C1=C(C(=NC=2CC(CC(C12)O)(C)C)C1CCN(CC1)C1=NC=C(C=N1)O)C(C1=CC=C(C=C1)C(F)(F)F)F)F ((−)-4-(4,4-Difluorocyclohexyl)-3-{fluoro[4-(trifluoromethyl)phenyl]methyl}-2-[1-(5-hydroxypyrimidin-2-yl)piperidin-4-yl]-7,7-dimethyl-5,6,7,8-tetrahydroquinolin-5-ol). Yields the product FC1(CCC(CC1)C1=C(C(=NC=2CC(CC(C12)O)(C)C)C1CCN(CC1)C1=NC=C(C=N1)OC[C@H](C)OC1OCCCC1)C(C1=CC=C(C=C1)C(F)(F)F)F)F (4-(4,4-Difluorocyclohexyl)-3-{fluoro[4-(trifluoromethyl)phenyl]methyl}-7,7-dimethyl-2-[1-(5-{[(2S)-2-(tetrahydro-2H-pyran-2-yloxy)propyl]oxy}pyrimidin-2-yl)piperidin-4-yl]-5,6,7,8-tetrahydroquinolin-5-ol). As a reaction SMILES: [CH2:1](I)[CH3:2].[F:4][C:5]1([F:49])[CH2:10][CH2:9][CH:8]([C:11]2[C:20]3[CH:19]([OH:21])[CH2:18][C:17]([CH3:23])([CH3:22])[CH2:16][C:15]=3[N:14]=[C:13]([CH:24]3[CH2:29][CH2:28][N:27]([C:30]4[N:35]=[CH:34][C:33]([OH:36])=[CH:32][N:31]=4)[CH2:26][CH2:25]3)[C:12]=2[CH:37]([F:48])[C:38]2[CH:43]=[CH:42][C:41]([C:44]([F:47])([F:46])[F:45])=[CH:40][CH:39]=2)[CH2:7][CH2:6]1>>[F:49][C:5]1([F:4])[CH2:6][CH2:7][CH:8]([C:11]2[C:20]3[CH:19]([OH:21])[CH2:18][C:17]([CH3:22])([CH3:23])[CH2:16][C:15]=3[N:14]=[C:13]([CH:24]3[CH2:25][CH2:26][N:27]([C:30]4[N:35]=[CH:34][C:33]([O:36][CH2:32][C@@H:33]([O:36][CH:2]5[CH2:1][CH2:17][CH2:18][CH2:19][O:21]5)[CH3:34])=[CH:32][N:31]=4)[CH2:28][CH2:29]3)[C:12]=2[CH:37]([F:48])[C:38]2[CH:39]=[CH:40][C:41]([C:44]([F:46])([F:45])[F:47])=[CH:42][CH:43]=2)[CH2:9][CH2:10]1. Procedure: Reactions similar to those of Example 13 were performed except for using (2S)-2-(tetrahydro-2H-pyran-2-yloxy)propyl 4-methyl benzene sulfonate which was synthesized by the method described in P. Huszthy et al., Journal of Organic Chemistry, 1992, Vol. 57, pp. 5383-5394, instead of ethyl iodide, and from 50 mg (77 μmol) of (−)-4-(4,4-Difluorocyclohexyl)-3-{fluoro[4-(trifluoromethyl)phenyl]methyl}-2-[1-(5-hydroxypyrimidin-2-yl)piperidin-4-yl]-7,7-dimethyl-5,6,7,8-tetrahydroquinolin-5-ol, which was... The reactants are [Al+3], CCOC(=O)c1cnn(Cc2ccccc2)c1, C1CCOC1, [Cl-], [H-], [H-], [H-], [H-], [Li+], [NH4+]. Yields the product OCc1cnn(Cc2ccccc2)c1. As a reaction SMILES: [Al+3:19].[CH2:1]([c:2]1[cH:3][cH:4][cH:5][cH:6][cH:7]1)[n:8]1[n:9][cH:10][c:11]([C:13](=[O:14])[O:15][CH2:16][CH3:17])[cH:12]1.[CH2:26]1[O:27][CH2:28][CH2:29][CH2:30]1.[Cl-:24].[H-:18].[H-:21].[H-:22].[H-:23].[Li+:20].[NH4+:25]>>[CH2:1]([c:2]1[cH:3][cH:4][cH:5][cH:6][cH:7]1)[n:8]1[n:9][cH:10][c:11]([CH2:13][OH:14])[cH:12]1.